Dataset: the Open Reaction Database (ORD), a public repository of structured organic reaction records. Task: describe an organic reaction: reactants, conditions, products, and yield Starting materials: CC(=O)O, Nc1cccc2c(=O)[nH]c3ccccc3c(=O)c12, C1COCCO1, O. Product: CC(=O)Nc1cccc2c(=O)[nH]c3ccccc3c(=O)c12. As a reaction SMILES: [CH3:19][C:20]([OH:21])=[O:22].[NH2:1][c:2]1[cH:3][cH:4][cH:5][c:6]2[c:7]1[c:8](=[O:18])[c:9]1[c:10]([nH:11][c:12]2=[O:13])[cH:14][cH:15][cH:16][cH:17]1.[O:24]1[CH2:25][CH2:26][O:27][CH2:28][CH2:29]1.[OH2:23]>>[NH:1]([c:2]1[cH:3][cH:4][cH:5][c:6]2[c:7]1[c:8](=[O:18])[c:9]1[c:10]([nH:11][c:12]2=[O:13])[cH:14][cH:15][cH:16][cH:17]1)[C:20]([CH3:19])=[O:21]. Starting materials: CCOC(C)=O, CCO, O=[N+]([O-])c1ccc(-n2cccn2)c(F)c1, [H][H], O=[Pt]=O. Product: Nc1ccc(-n2cccn2)c(F)c1. RXN SMILES: [CH3:16][CH2:17][O:18][C:19](=[O:20])[CH3:21].[CH3:24][CH2:25][OH:26].[F:1][c:2]1[c:3](-[n:11]2[n:12][cH:13][cH:14][cH:15]2)[cH:4][cH:5][c:6]([N+:8]([O-:9])=[O:10])[cH:7]1.[H:22][H:23].[Pt:27](=[O:28])=[O:29]>>[F:1][c:2]1[c:3](-[n:11]2[n:12][cH:13][cH:14][cH:15]2)[cH:4][cH:5][c:6]([NH2:8])[cH:7]1. The reactants are CCOC(=O)CBr, Cc1ccccc1, CCCCCC=O, O=S(=O)(O)O, [Zn]. Yields the product CCCCCC(O)CC(=O)OCC. As a reaction SMILES: [Br:1][CH2:2][C:3](=[O:4])[O:5][CH2:6][CH3:7].[CH3:20][c:21]1[cH:22][cH:23][cH:24][cH:25][cH:26]1.[CH:8]([CH2:9][CH2:10][CH2:11][CH2:12][CH3:13])=[O:14].[S:15](=[O:16])(=[O:17])([OH:18])[OH:19].[Zn:27]>>[CH2:2]([C:3](=[O:4])[O:5][CH2:6][CH3:7])[CH:8]([CH2:9][CH2:10][CH2:11][CH2:12][CH3:13])[OH:14]. The product is CCN(CC)C(=O)NC1CC2c3cc(C)cc4[nH]c(C)c(c34)CC2N(C)C1. Reactants: CCN(CC)C(=O)NC1CC2c3cc(CO)cc4[nH]c(C)c(c34)CC2N(C)C1, CC(C)(C)C(=O)Cl, ClC(Cl)Cl, [Cl-], [Li], N, [NH4+], O, c1ccncc1. Reaction SMILES: [CH2:1]([CH3:2])[N:3]([C:4](=[O:5])[NH:6][CH:7]1[CH2:8][N:9]([CH3:26])[CH:10]2[CH2:11][c:12]3[c:13]([CH3:25])[nH:14][c:15]4[cH:16][c:17]([CH2:23][OH:24])[cH:18][c:19]([c:22]34)[CH:20]2[CH2:21]1)[CH2:27][CH3:28].[CH3:29][C:30]([CH3:31])([CH3:32])[C:33]([Cl:34])=[O:35].[CH:46]([Cl:47])([Cl:48])[Cl:49].[Cl-:38].[Li:37].[NH3:36].[NH4+:39].[OH2:50].[cH:40]1[cH:41][cH:42][n:43][cH:44][cH:45]1>>[CH2:1]([CH3:2])[N:3]([C:4](=[O:5])[NH:6][CH:7]1[CH2:8][N:9]([CH3:26])[CH:10]2[CH2:11][c:12]3[c:13]([CH3:25])[nH:14][c:15]4[cH:16][c:17]([CH3:23])[cH:18][c:19]([c:22]34)[CH:20]2[CH2:21]1)[CH2:27][CH3:28]. Reactants: C[S-], CC#N, Cc1ccc2nc(C)cc(Cl)c2c1, [Na+], O. Product: CSc1cc(C)nc2ccc(C)cc12. RXN SMILES: [CH3:14][S-:15].[CH3:17][C:18]#[N:19].[Cl:1][c:2]1[cH:3][c:4]([CH3:13])[n:5][c:6]2[cH:7][cH:8][c:9]([CH3:12])[cH:10][c:11]12.[Na+:16].[OH2:20]>>[c:2]1([S:15][CH3:14])[cH:3][c:4]([CH3:13])[n:5][c:6]2[cH:7][cH:8][c:9]([CH3:12])[cH:10][c:11]12. Starting materials: C(C)(C)(C)OC(COC1=C2C(=C(N(C2=CC=C1)CC1=CC=CC=C1)CC)NC(=O)N)=O ([[2-ethyl-1-(phenylmethyl)-3-ureido-1H-indol-4-yl]oxy]acetic acid tert-butyl ester), FC(C(=O)O)(F)F (trifluoroacetic acid). Run in C(Cl)Cl (methylene chloride). The product is C(C)C=1N(C2=CC=CC(=C2C1NC(=O)N)OCC(=O)O)CC1=CC=CC=C1 ([[2-Ethyl-1-(phenylmethyl)-3-ureido-1H-indol-4-yl]oxy]acetic acid). Isolated yield 46.1%. Reaction SMILES: C([O:5][C:6](=[O:31])[CH2:7][O:8][C:9]1[CH:17]=[CH:16][CH:15]=[C:14]2[C:10]=1[C:11]([NH:27][C:28]([NH2:30])=[O:29])=[C:12]([CH2:25][CH3:26])[N:13]2[CH2:18][C:19]1[CH:24]=[CH:23][CH:22]=[CH:21][CH:20]=1)(C)(C)C.FC(F)(F)C(O)=O>C(Cl)Cl>[CH2:25]([C:12]1[N:13]([CH2:18][C:19]2[CH:20]=[CH:21][CH:22]=[CH:23][CH:24]=2)[C:14]2[C:10]([C:11]=1[NH:27][C:28]([NH2:30])=[O:29])=[C:9]([O:8][CH2:7][C:6]([OH:31])=[O:5])[CH:17]=[CH:16][CH:15]=2)[CH3:26]. Procedure details: A solution of [[2-ethyl-1-(phenylmethyl)-3-ureido-1H-indol-4-yl]oxy]acetic acid tert-butyl ester (0.2 g) and trifluoroacetic acid (0.3 mL) in 5 mL of methylene chloride was stirred at room temperature for 18 hours. After concentrating to dryness, the resulting solid was slurried in ether, filtered and air dried to give 0.08 g of titled compound. Mass spectrum: 368. Reactants: CCOC(=O)CBr, O=C([O-])O, [H-], [Na+], [Na+], C1CCOC1, N#Cc1ccc2c(c1)CCCC2(O)c1cn(C(c2ccccc2)(c2ccccc2)c2ccccc2)cn1. Product: CCOC(=O)COC1(c2cn(C(c3ccccc3)(c3ccccc3)c3ccccc3)cn2)CCCc2cc(C#N)ccc21. RXN SMILES: [Br:40][CH2:41][C:42](=[O:43])[O:44][CH2:45][CH3:46].[C:47](=[O:48])([OH:49])[O-:50].[H-:1].[Na+:2].[Na+:51].[O:52]1[CH2:53][CH2:54][CH2:55][CH2:56]1.[OH:3][C:4]1([c:16]2[n:17][cH:18][n:19]([C:21]([c:22]3[cH:23][cH:24][cH:25][cH:26][cH:27]3)([c:28]3[cH:29][cH:30][cH:31][cH:32][cH:33]3)[c:34]3[cH:35][cH:36][cH:37][cH:38][cH:39]3)[cH:20]2)[c:5]2[cH:6][cH:7][c:8]([C:14]#[N:15])[cH:9][c:10]2[CH2:11][CH2:12][CH2:13]1>>[O:3]([C:4]1([c:16]2[n:17][cH:18][n:19]([C:21]([c:22]3[cH:23][cH:24][cH:25][cH:26][cH:27]3)([c:28]3[cH:29][cH:30][cH:31][cH:32][cH:33]3)[c:34]3[cH:35][cH:36][cH:37][cH:38][cH:39]3)[cH:20]2)[c:5]2[cH:6][cH:7][c:8]([C:14]#[N:15])[cH:9][c:10]2[CH2:11][CH2:12][CH2:13]1)[CH2:41][C:42](=[O:43])[O:44][CH2:45][CH3:46]. Starting materials: C(CCC)OC1=CC=C(C=C1)C1(CC(=C(C(N1)=O)C#N)O)C (6-(4-Butoxyphenyl)-4-hydroxy-6-methyl-2-oxo-1,2,5,6-tetrahydropyridine-3-carbonitrile), O=P(Cl)(Cl)Cl (POCl3), CCN(C(C)C)C(C)C (Hunig's base). Solvent: C(CCl)Cl (ClCH2CH2Cl). Run at time 30 minute. Yields the product C(CCC)OC1=CC=C(C=C1)C1(CC(=C(C(N1)=O)C#N)Cl)C (6-(4-Butoxyphenyl)-4-chloro-6-methyl-2-oxo-1,2,5,6-tetrahydropyridine-3-carbonitrile). The yield is 73.9%. Reaction SMILES: [CH2:1]([O:5][C:6]1[CH:11]=[CH:10][C:9]([C:12]2([CH3:22])[NH:17][C:16](=[O:18])[C:15]([C:19]#[N:20])=[C:14](O)[CH2:13]2)=[CH:8][CH:7]=1)[CH2:2][CH2:3][CH3:4].O=P(Cl)(Cl)[Cl:25].CCN(C(C)C)C(C)C>C(Cl)CCl>[CH2:1]([O:5][C:6]1[CH:11]=[CH:10][C:9]([C:12]2([CH3:22])[NH:17][C:16](=[O:18])[C:15]([C:19]#[N:20])=[C:14]([Cl:25])[CH2:13]2)=[CH:8][CH:7]=1)[CH2:2][CH2:3][CH3:4]. Procedure details: To a stirred solution of Intermediate 107E (130 mg, 0.433 mmol) in ClCH2CH2Cl (3 mL) was added POCl3 (0.056 mL, 0.606 mmol) and Hunig's base (0.113 mL, 0.649 mmol). The reaction was stirred at rt for 30 min and then heated to 85° C. for 3 h. The reaction mixture was concentrated and the residue was diluted with EtOAc. The organic layer was washed with saturated NH4Cl, dried over MgSO4, filtered and concentrated. The crude product was purified by silica gel chromatography (24 g silica gel, eluted... The reactants are C(C=C)ON1[C@@H]2C(=C[C@H](N(C1=O)C2)C#N)C ((2S,5R)-6-(allyloxy)-4-methyl-7-oxo-1,6-diazabicyclo[3.2.1]oct-3-ene-2-carbonitrile), C(C=C)ON1C2C(=CC(N(C1=O)C2)C(=O)N)C(C)C (6-(allyloxy)-4-isopropyl-7-oxo-1,6-diazabicyclo[3.2.1]oct-3-ene-2-carboxamide), C(C=C)ON1[C@@H]2C(=C[C@H](N(C1=O)C2)C(=O)N)C(C)C ((2S,5R)-6-(allyloxy)-4-isopropyl-7-oxo-1,6-diazabicyclo[3.2.1]oct-3-ene-2-carboxamide). Yields the product C(C=C)ON1[C@@H]2C(=C[C@H](N(C1=O)C2)C#N)C(C)C ((2S,5R)-6-(allyloxy)-4-isopropyl-7-oxo-1,6-diazabicyclo[3.2.1]oct-3-ene-2-carbonitrile), oil. The yield is 85.0%. As a reaction SMILES: [CH2:1]([O:4][N:5]1[C:11](=[O:12])[N:10]2[CH2:13][CH:6]1[C:7]([CH:17]([CH3:19])[CH3:18])=[CH:8][CH:9]2[C:14]([NH2:16])=O)[CH:2]=[CH2:3].C(ON1C(=O)N2C[C@H]1C(C(C)C)=C[C@H]2C(N)=O)C=C.C(ON1C(=O)N2C[C@H]1C(C)=C[C@H]2C#N)C=C>>[CH2:1]([O:4][N:5]1[C:11](=[O:12])[N:10]2[CH2:13][C@H:6]1[C:7]([CH:17]([CH3:19])[CH3:18])=[CH:8][C@H:9]2[C:14]#[N:16])[CH:2]=[CH2:3]. Reported procedure: The title compound was prepared from 2S,5R)-6-(allyloxy)-4-isopropyl-7-oxo-1,6-diazabicyclo[3.2.1]oct-3-ene-2-carboxamide (Intermediate 43, 143.9 mg, 0.54 mmol) following the procedure described for Intermediate 23. The desired product was obtained as a colorless oil (114 mg, 85%). The reactants are Cn1ccnc1C=CC1CC(O)CN1C(=O)OCc1ccccc1, CS(=O)(=O)Cl, CCOC(C)=O, CN(C)C, O. The product is Cn1ccnc1C=CC1CC(OS(C)(=O)=O)CN1C(=O)OCc1ccccc1. As a reaction SMILES: [CH2:1]([c:2]1[cH:3][cH:4][cH:5][cH:6][cH:7]1)[O:8][C:9](=[O:10])[N:11]1[CH:12]([CH:17]=[CH:18][c:19]2[n:20]([CH3:24])[cH:21][cH:22][n:23]2)[CH2:13][CH:14]([OH:16])[CH2:15]1.[CH3:25][S:26]([Cl:27])(=[O:28])=[O:29].[CH3:31][CH2:32][O:33][C:34](=[O:35])[CH3:36].[CH3:37][N:38]([CH3:39])[CH3:40].[OH2:30]>>[CH2:1]([c:2]1[cH:3][cH:4][cH:5][cH:6][cH:7]1)[O:8][C:9](=[O:10])[N:11]1[CH:12]([CH:17]=[CH:18][c:19]2[n:20]([CH3:24])[cH:21][cH:22][n:23]2)[CH2:13][CH:14]([O:16][S:26]([CH3:25])(=[O:28])=[O:29])[CH2:15]1.